Dataset: the Open Reaction Database (ORD), a public repository of structured organic reaction records. Task: describe an organic reaction: reactants, conditions, products, and yield Starting materials: BrC=1N=C2N(C3=C(NC4=C2C=CC=C4)N=CC=C3)C1C1=CC=C(C=C1)C1(CCC1)NC(OC(C)(C)C)=O (tert-butyl {1-[4-(2-bromo-9H-imidazo[1,2-d]pyrido[2,3-b][1,4]benzodiazepin-3-yl)phenyl]cyclobutyl}carbamate), COC(NC1=CC=C(C=C1)B1OC(C(O1)(C)C)(C)C)=O (methyl[4-(4,4,5,5-tetramethyl-1,3,2-dioxaborolan-2-yl)phenyl]carbamate), C(=O)([O-])[O-].[Na+].[Na+] (Na2CO3). The reagents and catalysts are CC(C)(C)P(C1=CC=C(C=C1)N(C)C)C(C)(C)C.CC(C)(C)P(C1=CC=C(C=C1)N(C)C)C(C)(C)C.Cl[Pd]Cl (Bis(di-tert-butyl(4-dimethylaminophenyl)phosphine)dichloropalladium(II)). Solvent: CN(C)C=O (DMF), CCOC(=O)C (AcOEt). Product: C(C)(C)(C)OC(=O)NC1(CCC1)C1=CC=C(C=C1)C1=C(N=C2N1C1=C(NC3=C2C=CC=C3)N=CC=C1)C1=CC=C(C=C1)NC(OC)=O (methyl {4-[3-(4-{1-[(tert-butoxycarbonyl)amino]cyclobutyl}phenyl)-9H-imidazo[1,2-d]pyrido[2,3-b][1,4]benzodiazepin-2-yl]phenyl}carbamate). Yield: 72.5%. RXN SMILES: Br[C:2]1[N:3]=[C:4]2[C:10]3[CH:11]=[CH:12][CH:13]=[CH:14][C:9]=3[NH:8][C:7]3[N:15]=[CH:16][CH:17]=[CH:18][C:6]=3[N:5]2[C:19]=1[C:20]1[CH:25]=[CH:24][C:23]([C:26]2([NH:30][C:31](=[O:37])[O:32][C:33]([CH3:36])([CH3:35])[CH3:34])[CH2:29][CH2:28][CH2:27]2)=[CH:22][CH:21]=1.[CH3:38][O:39][C:40](=[O:57])[NH:41][C:42]1[CH:47]=[CH:46][C:45](B2OC(C)(C)C(C)(C)O2)=[CH:44][CH:43]=1.C([O-])([O-])=O.[Na+].[Na+]>CN(C=O)C.CCOC(C)=O.CC(P(C(C)(C)C)C1C=CC(N(C)C)=CC=1)(C)C.CC(P(C(C)(C)C)C1C=CC(N(C)C)=CC=1)(C)C.Cl[Pd]Cl>[C:33]([O:32][C:31]([NH:30][C:26]1([C:23]2[CH:24]=[CH:25][C:20]([C:19]3[N:5]4[C:6]5[CH:18]=[CH:17][CH:16]=[N:15][C:7]=5[NH:8][C:9]5[CH:14]=[CH:13][CH:12]=[CH:11][C:10]=5[C:4]4=[N:3][C:2]=3[C:45]3[CH:44]=[CH:43][C:42]([NH:41][C:40](=[O:57])[O:39][CH3:38])=[CH:47][CH:46]=3)=[CH:21][CH:22]=2)[CH2:29][CH2:28][CH2:27]1)=[O:37])([CH3:36])([CH3:35])[CH3:34] |f:2.3.4,7.8.9|. Reported procedure: A mixture of tert-butyl {1-[4-(2-bromo-9H-imidazo[1,2-d]pyrido[2,3-b][1,4]benzodiazepin-3-yl)phenyl]cyclobutyl}carbamate (50 mg, 0.090 mmol), methyl[4-(4,4,5,5-tetramethyl-1,3,2-dioxaborolan-2-yl)phenyl]carbamate (49 mg, 0.18 mmol), Bis(di-tert-butyl(4-dimethylaminophenyl)phosphine)dichloropalladium(II) (6 mg, 0.009 mmol), and 2M Na2CO3 aq. (0.090 mL, 0.18 mmol) in DMF (3 mL) was treated with microwave (160° C. for 1 hour). The mixture was diluted with AcOEt, washed with water(×3), brine, dried ...